Dataset: the Open Reaction Database (ORD), a public repository of structured organic reaction records. Task: describe an organic reaction: reactants, conditions, products, and yield Product: COC(=O)c1ccc(CC(C=O)CCCCC#N)cc1. RXN SMILES: [C:1](#[N:2])[CH2:3][CH2:4][CH2:5][CH2:6][CH:7]([CH2:8][c:9]1[cH:10][cH:11][c:12]([C:13](=[O:14])[O:15][CH3:16])[cH:17][cH:18]1)[CH2:19][OH:20].[Cl:32][CH2:33][Cl:34].[O:21]=[Cr:22]([Cl:23])([O-:24])=[O:25].[nH+:26]1[cH:27][cH:28][cH:29][cH:30][cH:31]1>>[C:1](#[N:2])[CH2:3][CH2:4][CH2:5][CH2:6][CH:7]([CH2:8][c:9]1[cH:10][cH:11][c:12]([C:13](=[O:14])[O:15][CH3:16])[cH:17][cH:18]1)[CH:19]=[O:20]. The reactants are COC(=O)c1ccc(CC(CO)CCCCC#N)cc1, ClCCl, O=[Cr](=O)([O-])Cl, c1cc[nH+]cc1. Product: ClC=1C(=NN(C1)C)COC=1C=CC2=C(N(C(=N2)[C@@H]2[C@@H](CCCC2)C(=O)O)CC2=CC=C(C=C2)N2CCC(CC2)F)C1 (racemic cis-2-{6-[(4-Chloro-1-methyl-1H-pyrazol-3-yl)methoxy]-1-[4-(4-fluoropiperidin-1-yl)benzyl]-1H-benzimidazol-2-yl}cyclohexanecarboxylic acid). Procedure details: The title compound was prepared from racemic cis-2-(1-(4-bromobenzyl)-6-((4-chloro-1-methyl-1H-pyrazol-3-yl)methoxy)-1H-benzo[d]imidazol-2-yl)cyclohexanecarboxylic acid using analogous conditions described in Example 152 using 4-fluoropiperidine. MS (ESI): mass calcd. for C31H35ClFN5O3, 580.11; m/z found, 581.0 [M+H]+. 1H NMR (400 MHz, CD3OD) δ 7.68 (t, J=4.5, 2H), 7.31 (d, J=2.1, 1H), 7.26 (dd, J=9.0, 2.3, 1H), 7.14-7.02 (m, 4H), 5.70 (s, 2H), 5.03 (s, 2H), 4.79-4.68 (m, 1H), 3.81 (s, 3H), 3.66... The reactants are BrC1=CC=C(CN2C(=NC3=C2C=C(C=C3)OCC3=NN(C=C3Cl)C)[C@@H]3[C@@H](CCCC3)C(=O)O)C=C1 (racemic cis-2-(1-(4-bromobenzyl)-6-((4-chloro-1-methyl-1H-pyrazol-3-yl)methoxy)-1H-benzo[d]imidazol-2-yl)cyclohexanecarboxylic acid), FC1CCNCC1 (4-fluoropiperidine). RXN SMILES: Br[C:2]1[CH:35]=[CH:34][C:5]([CH2:6][N:7]2[C:11]3[CH:12]=[C:13]([O:16][CH2:17][C:18]4[C:22]([Cl:23])=[CH:21][N:20]([CH3:24])[N:19]=4)[CH:14]=[CH:15][C:10]=3[N:9]=[C:8]2[C@H:25]2[CH2:30][CH2:29][CH2:28][CH2:27][C@H:26]2[C:31]([OH:33])=[O:32])=[CH:4][CH:3]=1.[F:36][CH:37]1[CH2:42][CH2:41][NH:40][CH2:39][CH2:38]1>>[Cl:23][C:22]1[C:18]([CH2:17][O:16][C:13]2[CH:14]=[CH:15][C:10]3[N:9]=[C:8]([C@H:25]4[CH2:30][CH2:29][CH2:28][CH2:27][C@H:26]4[C:31]([OH:33])=[O:32])[N:7]([CH2:6][C:5]4[CH:34]=[CH:35][C:2]([N:40]5[CH2:41][CH2:42][CH:37]([F:36])[CH2:38][CH2:39]5)=[CH:3][CH:4]=4)[C:11]=3[CH:12]=2)=[N:19][N:20]([CH3:24])[CH:21]=1. Starting materials: ClC1=C(C(=CC=C1)Cl)CS(=O)(=O)C=1C=C2CC(NC2=CC1)=O (5-(2,6-Dichloro-phenylmethanesulfonyl)-1,3-dihydro-indol-2-one), C(=O)C1=C(C(=C(N1)C)CC(=O)NCC1CCN(CC1)C)C (2-(5-formyl-2,4-dimethyl-1H-pyrrol-3-yl)-N-(1-methyl-piperidin-4-ylmethyl)-acetamide), N1CCCCC1 (piperidine). Run at time 96 hour. Product: ClC1=C(C(=CC=C1)Cl)CS(=O)(=O)C=1C=C2/C(/C(NC2=CC1)=O)=C/C1=C(C(=C(N1)C)CC(=O)NCC1CCN(CC1)C)C (2-{5-[5-(2,6-Dichloro-phenylmethanesulfonyl)-2-oxo-1,2-dihydro-indol-(3Z)-ylidenemethyl]-2,4-dimethyl-1H-pyrrol-3-yl}-N-(1-methyl-piperidin-4-ylmethyl)-acetamide). As a reaction SMILES: [Cl:1][C:2]1[CH:7]=[CH:6][CH:5]=[C:4]([Cl:8])[C:3]=1[CH2:9][S:10]([C:13]1[CH:14]=[C:15]2[C:19](=[CH:20][CH:21]=1)[NH:18][C:17](=[O:22])[CH2:16]2)(=[O:12])=[O:11].[CH:23]([C:25]1[NH:29][C:28]([CH3:30])=[C:27]([CH2:31][C:32]([NH:34][CH2:35][CH:36]2[CH2:41][CH2:40][N:39]([CH3:42])[CH2:38][CH2:37]2)=[O:33])[C:26]=1[CH3:43])=O.N1CCCCC1>>[Cl:8][C:4]1[CH:5]=[CH:6][CH:7]=[C:2]([Cl:1])[C:3]=1[CH2:9][S:10]([C:13]1[CH:14]=[C:15]2[C:19](=[CH:20][CH:21]=1)[NH:18][C:17](=[O:22])/[C:16]/2=[CH:23]\[C:25]1[NH:29][C:28]([CH3:30])=[C:27]([CH2:31][C:32]([NH:34][CH2:35][CH:36]2[CH2:37][CH2:38][N:39]([CH3:42])[CH2:40][CH2:41]2)=[O:33])[C:26]=1[CH3:43])(=[O:12])=[O:11]. Procedure details: A mixture of 5-(2,6-Dichloro-phenylmethanesulfonyl)-1,3-dihydro-indol-2-one (400 mg, 1.12 mmol), 2-(5-formyl-2,4-dimethyl-1H-pyrrol-3-yl)-N-(1-methyl-piperidin-4-ylmethyl)-acetamide (295 mg, 1.2 q.) and piperidine (1.5 eq.) was stirred at rt for 96 hours. The reaction was concentrated and purified on a silica gel column to give the titled compound as a brown solid. Starting materials: Cc1ccccc1, O=P(Cl)(Cl)Cl, O=c1[nH]cnc2cc3c(cc12)OCCO3. Product: Clc1ncnc2cc3c(cc12)OCCO3. RXN SMILES: [CH3:21][c:22]1[cH:23][cH:24][cH:25][cH:26][cH:27]1.[P:16]([Cl:17])([Cl:18])([Cl:19])=[O:20].[n:1]1[cH:2][nH:3][c:4](=[O:15])[c:5]2[cH:6][c:7]3[c:8]([cH:9][c:10]12)[O:11][CH2:12][CH2:13][O:14]3>>[n:1]1[cH:2][n:3][c:4]([Cl:18])[c:5]2[cH:6][c:7]3[c:8]([cH:9][c:10]12)[O:11][CH2:12][CH2:13][O:14]3. Starting materials: CC=1N=C2N(C(C1C1=CC=C(C=C1)OC(F)(F)F)=O)C=CS2 (7-Methyl-6-[4-(trifluoromethoxy)phenyl]-5H-[1,3]thiazolo[3,2-a]-pyrimidin-5-one), C1(CC1)COC1=C(C=O)C=CC=C1F (2-cyclopropylmethoxy-3-fluorobenzaldehyde), [O-]CC.[Na+] (sodium ethoxide). Run in C(C)O (ethanol). Yields the product C1(CC1)COC1=C(C=CC=C1F)/C=C/C=1N=C2N(C(C1C1=CC=C(C=C1)OC(F)(F)F)=O)C=CS2 (7-[(E)-2-(2-Cyclopropylmethoxy-3-fluorophenyl)-1-ethenyl]-6-[4-(trifluoro methoxy)-phenyl]-5H-[1,3]thiazolo[3,2-a]pyrimidin-5-one). The yield is 44.8%. Reaction SMILES: [CH3:1][C:2]1[N:3]=[C:4]2[S:22][CH:21]=[CH:20][N:5]2[C:6](=[O:19])[C:7]=1[C:8]1[CH:13]=[CH:12][C:11]([O:14][C:15]([F:18])([F:17])[F:16])=[CH:10][CH:9]=1.[CH:23]1([CH2:26][O:27][C:28]2[C:35]([F:36])=[CH:34][CH:33]=[CH:32][C:29]=2[CH:30]=O)[CH2:25][CH2:24]1.[O-]CC.[Na+]>C(O)C>[CH:23]1([CH2:26][O:27][C:28]2[C:35]([F:36])=[CH:34][CH:33]=[CH:32][C:29]=2/[CH:30]=[CH:1]/[C:2]2[N:3]=[C:4]3[S:22][CH:21]=[CH:20][N:5]3[C:6](=[O:19])[C:7]=2[C:8]2[CH:13]=[CH:12][C:11]([O:14][C:15]([F:17])([F:18])[F:16])=[CH:10][CH:9]=2)[CH2:24][CH2:25]1 |f:2.3|. Reported procedure: The title compound was synthesized by condensation of Intermediate 15 (350 mg, 1.071 mmol) with 2-cyclopropylmethoxy-3-fluorobenzaldehyde (291 mg, 1.501 mmol) in presence of sodium ethoxide (146 mg, 2.147 mmol) in ethanol (15 ml) according to the procedure outlined in Example 24 to give 241 mg of the desired product as a light yellow solid; 1H NMR (300 MHz, DMSO-d6) δ 0.23 (d, J=4.8 Hz, 2H), 0.48 (d, J=6.6 Hz, 2H), 0.95-1.05 (m, 1H), 3.77 (d, J=6.9 Hz, 2H), 7.00-7.09 (m, 2H), 7.15-7.23 (m, 2H), ... Starting materials: CCOC(=O)c1cc([N+](=O)[O-])c(Cl)s1, CO, Cl, [Li+], [OH-], O. The product is O=C(O)c1cc([N+](=O)[O-])c(Cl)s1. Reaction SMILES: [CH2:1]([CH3:2])[O:3][C:4](=[O:5])[c:6]1[s:7][c:8]([Cl:14])[c:9]([N+:11](=[O:12])[O-:13])[cH:10]1.[CH3:19][OH:20].[ClH:17].[Li+:15].[OH-:16].[OH2:18]>>[O:3]=[C:4]([OH:5])[c:6]1[s:7][c:8]([Cl:14])[c:9]([N+:11](=[O:12])[O-:13])[cH:10]1. The reactants are COCCN(CCOC)S(F)(F)F (bis(2-methoxyethyl)aminosulfur trifluoride), C(C1=CC=CC=C1)N1C(=NC(=C(C1=O)CC1=CC=C(C=C1)C=1C(=CC=CC1)C#N)CCCC)CO (4′-{[1-Benzyl-4-butyl-2-(hydroxymethyl)-6-oxo-1,6-dihydropyrimidin-5-yl]methyl}biphenyl-2-carbonitrile), C(O)([O-])=O.[Na+] (sodium hydrogen carbonate). The solvent is ClCCl (dichloromethane). Conditions: temperature 0 celsius, time 3 hour. Yields the product C(C1=CC=CC=C1)N1C(=NC(=C(C1=O)CC1=CC=C(C=C1)C=1C(=CC=CC1)C#N)CCCC)CF (4′-{[1-benzyl-4-butyl-2-(fluoromethyl)-6-oxo-1,6-dihydropyrimidin-5-yl]methyl}biphenyl-2-carbonitrile). Yield: 41.0%. As a reaction SMILES: [CH2:1]([N:8]1[C:13](=[O:14])[C:12]([CH2:15][C:16]2[CH:21]=[CH:20][C:19]([C:22]3[C:23]([C:28]#[N:29])=[CH:24][CH:25]=[CH:26][CH:27]=3)=[CH:18][CH:17]=2)=[C:11]([CH2:30][CH2:31][CH2:32][CH3:33])[N:10]=[C:9]1[CH2:34]O)[C:2]1[CH:7]=[CH:6][CH:5]=[CH:4][CH:3]=1.COCCN(S(F)(F)[F:46])CCOC.C(=O)([O-])O.[Na+]>ClCCl>[CH2:1]([N:8]1[C:13](=[O:14])[C:12]([CH2:15][C:16]2[CH:21]=[CH:20][C:19]([C:22]3[C:23]([C:28]#[N:29])=[CH:24][CH:25]=[CH:26][CH:27]=3)=[CH:18][CH:17]=2)=[C:11]([CH2:30][CH2:31][CH2:32][CH3:33])[N:10]=[C:9]1[CH2:34][F:46])[C:2]1[CH:7]=[CH:6][CH:5]=[CH:4][CH:3]=1 |f:2.3|. Reported procedure: 4′-{[1-Benzyl-4-butyl-2-(hydroxymethyl)-6-oxo-1,6-dihydropyrimidin-5-yl]methyl}biphenyl-2-carbonitrile (0.86 g) was dissolved in dichloromethane (20 mL), and bis(2-methoxyethyl)aminosulfur trifluoride (0.34 mL) was added −78° C. The mixture was stirred at 0° C. for 3 hr, a saturated aqueous sodium hydrogen carbonate solution was added, and the mixture was extracted with ethyl acetate. The organic layer was washed with saturated brine, and dried over anhydrous magnesium sulfate. The solvent was e...